This data is from the Open Reaction Database (ORD), a public repository of structured organic reaction records. The task is: describe an organic reaction: reactants, conditions, products, and yield Reported procedure: 4-Chloro-5-hydroxy-7-[1-(tert-butoxycarbonyl)-5-(piperidin-1-ylmethyl)indol-2-yl]isoindolinone (70.0 mg, 0.141 mmol) was suspended in acetonitrile (3.5 mL), and the suspension was added with cesium carbonate (91.9 mg, 0.282 mmol) and 3-pyridylmethyl chloride hydrochloride (23.1 mg, 0.141 mmol), followed by stirring at 50° C. for 12 hours under nitrogen atmosphere. The reaction mixture was added with water. The obtained solid was collected by filtration and washed with water, followed by drying u... RXN SMILES: [Cl:1][C:2]1[C:10]([OH:11])=[CH:9][C:8]([C:12]2[N:13]([C:28]([O:30][C:31]([CH3:34])([CH3:33])[CH3:32])=[O:29])[C:14]3[C:19]([CH:20]=2)=[CH:18][C:17]([CH2:21][N:22]2[CH2:27][CH2:26][CH2:25][CH2:24][CH2:23]2)=[CH:16][CH:15]=3)=[C:7]2[C:3]=1[CH2:4][NH:5][C:6]2=[O:35].C(=O)([O-])[O-].[Cs+].[Cs+].Cl.[N:43]1[CH:48]=[CH:47][CH:46]=[C:45]([CH2:49]Cl)[CH:44]=1.O>C(#N)C>[Cl:1][C:2]1[C:10]([O:11][CH2:49][C:45]2[CH:44]=[N:43][CH:48]=[CH:47][CH:46]=2)=[CH:9][C:8]([C:12]2[N:13]([C:28]([O:30][C:31]([CH3:32])([CH3:34])[CH3:33])=[O:29])[C:14]3[C:19]([CH:20]=2)=[CH:18][C:17]([CH2:21][N:22]2[CH2:27][CH2:26][CH2:25][CH2:24][CH2:23]2)=[CH:16][CH:15]=3)=[C:7]2[C:3]=1[CH2:4][NH:5][C:6]2=[O:35] |f:1.2.3,4.5|. Run at temperature 50 celsius, time 12 hour. Yield: 60.0%. Product: ClC1=C2CNC(C2=C(C=C1OCC=1C=NC=CC1)C=1N(C2=CC=C(C=C2C1)CN1CCCCC1)C(=O)OC(C)(C)C)=O (4-chloro-5-(3-pyridylmethoxy)-7-[1-(tert-butoxycarbonyl)-5-(piperidin-1-ylmethyl)indol-2-yl]isoindolinone). Solvent: C(C)#N (acetonitrile). Reactants: ClC1=C2CNC(C2=C(C=C1O)C=1N(C2=CC=C(C=C2C1)CN1CCCCC1)C(=O)OC(C)(C)C)=O (4-Chloro-5-hydroxy-7-[1-(tert-butoxycarbonyl)-5-(piperidin-1-ylmethyl)indol-2-yl]isoindolinone), O (water), C([O-])([O-])=O.[Cs+].[Cs+] (cesium carbonate), Cl.N1=CC(=CC=C1)CCl (3-pyridylmethyl chloride hydrochloride). As a reaction SMILES: [CH:22]1([N:23]=[C:24]=[N:25][CH:26]2[CH2:27][CH2:28][CH2:29][CH2:30][CH2:31]2)[CH2:32][CH2:33][CH2:34][CH2:35][CH2:36]1.[F:1][c:2]1[cH:3][cH:4][c:5]([CH2:6][n:7]2[cH:8][c:9]([CH2:16][C:17](=[O:18])[OH:19])[c:10]3[cH:11][cH:12][cH:13][cH:14][c:15]23)[cH:20][cH:21]1.[NH2:37][c:38]1[cH:39][cH:40][n:41][cH:42][cH:43]1.[O:44]1[CH2:45][CH2:46][CH2:47][CH2:48]1>>[F:1][c:2]1[cH:3][cH:4][c:5]([CH2:6][n:7]2[cH:8][c:9]([CH2:16][C:17](=[O:18])[NH:37][c:38]3[cH:39][cH:40][n:41][cH:42][cH:43]3)[c:10]3[cH:11][cH:12][cH:13][cH:14][c:15]23)[cH:20][cH:21]1. The product is O=C(Cc1cn(Cc2ccc(F)cc2)c2ccccc12)Nc1ccncc1. Starting materials: C(=NC1CCCCC1)=NC1CCCCC1, O=C(O)Cc1cn(Cc2ccc(F)cc2)c2ccccc12, Nc1ccncc1, C1CCOC1. Starting materials: BrC1=C2CCN(CC2=C(C(=C1)N)N)CCC1=CC=CC=C1 (5-Bromo-1,2,3,4-tetrahydro-2-(2-phenylethyl)-7,8-isoquinolinediamine), C(C(=O)O)(=O)O (oxalic acid). Solvent: Cl (HCl). The product is BrC=1C2=C(C=3NC(C(NC3C1)=O)=O)CN(CC2)CCC2=CC=CC=C2 (6-Bromo-1,4,7,8,9,10-hexahydro-9-(2-phenylethyl)pyrido[3,4-f]quinoxaline-2,3-dione). Isolated yield 59.3%. As a reaction SMILES: [Br:1][C:2]1[CH:11]=[C:10]([NH2:12])[C:9]([NH2:13])=[C:8]2[C:3]=1[CH2:4][CH2:5][N:6]([CH2:14][CH2:15][C:16]1[CH:21]=[CH:20][CH:19]=[CH:18][CH:17]=1)[CH2:7]2.[C:22](O)(=[O:26])[C:23](O)=[O:24]>Cl>[Br:1][C:2]1[C:3]2[CH2:4][CH2:5][N:6]([CH2:14][CH2:15][C:16]3[CH:21]=[CH:20][CH:19]=[CH:18][CH:17]=3)[CH2:7][C:8]=2[C:9]2[NH:13][C:22](=[O:26])[C:23](=[O:24])[NH:12][C:10]=2[CH:11]=1. Procedure details: A solution of the product from Example 10 (0.54 g, 1.56 mmol) in 3N HCl (20 mL) was treated with oxalic acid (0.3 b, 2.34 mmol) and refluxed for four hours. When cool to room temperature the precipitate was filtered, suspended in water (70 mL) and basifyed to pH 10. The solids were filtered, and dried to give the title compound (0.37 g, 60%) as a brown solid, mp=290-295° C. Starting materials: C(C)OC(=O)C=1C2=C(C(=NC1C)OCC)N=NN2CC (4-ethoxy-1-ethyl-6-methyl-1H-1,2,3-triazolo[4,5-c]pyridine-7-carboxylic acid ethyl ester), C(CCC)N (n-butylamine). Product: C(C)OC(=O)C=1C2=C(C(=NC1C)NCCCC)N=NN2CC (4-Butylamino-1-ethyl-6-methyl-1H-1,2,3-triazolo[4,5-c]pyridine-7-carboxylic acid ethyl ester). Yield: 78.0%. RXN SMILES: [CH2:1]([O:3][C:4]([C:6]1[C:7]2[N:18]([CH2:19][CH3:20])[N:17]=[N:16][C:8]=2[C:9](OCC)=[N:10][C:11]=1[CH3:12])=[O:5])[CH3:2].[CH2:21]([NH2:25])[CH2:22][CH2:23][CH3:24]>>[CH2:1]([O:3][C:4]([C:6]1[C:7]2[N:18]([CH2:19][CH3:20])[N:17]=[N:16][C:8]=2[C:9]([NH:25][CH2:21][CH2:22][CH2:23][CH3:24])=[N:10][C:11]=1[CH3:12])=[O:5])[CH3:2]. Procedure: 2.8 g. of 4-ethoxy-1-ethyl-6-methyl-1H-1,2,3-triazolo[4,5-c]pyridine-7-carboxylic acid ethyl ester is treated for 14 hours with 10 ml. of n-butylamine at reflux temperature. The excess butylamine is distilled off and the residue of 4-butylamino-1-ethyl-6-methyl-1H-1,2,3-triazolo[4,5-c]pyridine-7-carboxylic acid ethyl ester is recrystallized from petroleum ether, yield 78%, m.p. 85°-87°. Starting materials: CC1(C2CCC1(C(=O)OC2=O)C)C (d-camphoric anhydride), OCCCCN (4-hydroxybutylamine), C1(=CC=CC=C1)C (toluene), N#N (N2). Solvent: O (water). Product: OCCCCN1C(C2(CCC(C1=O)C2(C)C)C)=O (3-(4-Hydroxybutyl)-1,8,8-trimethyl-3-azabicyclo-[3.2.1]octane-2,4-dione). Reaction SMILES: N#N.[CH3:3][C:4]1([CH3:15])[C:8]2([CH3:14])[C:9]([O:11][C:12](=[O:13])[CH:5]1[CH2:6][CH2:7]2)=O.[OH:16][CH2:17][CH2:18][CH2:19][CH2:20][NH2:21].C1(C)C=CC=CC=1>O>[OH:16][CH2:17][CH2:18][CH2:19][CH2:20][N:21]1[C:12](=[O:13])[CH:5]2[C:4]([CH3:3])([CH3:15])[C:8]([CH3:14])([CH2:7][CH2:6]2)[C:9]1=[O:11]. Reported procedure: To a 125 ml round-bottomed flask equipped with Dean-Stark trap, condenser, and N2 inlet were added 5.35 g (29 mmol) of d-camphoric anhydride, 2.49 g (28 mmol) of 4-hydroxybutylamine, and 60 ml of toluene. The reaction was refluxed with separation of water for 20 hours. It was then cooled, concentrated to an oil, and the oil dissolved in ethyl acetate. The ethyl acetate solution was washed with 5% HCl, 5% NaOH, and brine, dried over sodium sulfate, and evaporated to an oil, 6.0 g (85%).